Dataset: the Open Reaction Database (ORD), a public repository of structured organic reaction records. Task: describe an organic reaction: reactants, conditions, products, and yield The reactants are C(C)OP(OCC)(=O)CC1=C(C=CC=C1)N ((2-amino-benzyl)-phosphonic acid diethyl ester), C(CCCCCCC)OC1=CC=C(C=C1)C1=CC=C(C=C1)C(=O)O (4′-octyloxy-biphenyl-4-carboxylic acid), CCN(C(C)C)C(C)C (DIEA), C1=CC2=C(N=C1)N(N=N2)O (HOAt). Run in CN(C)C=O (DMF), C(CCl)Cl (EDC), CCOC(=O)C (EtOAc). Reaction conditions: time 2 day. The product is C(C)OP(OCC)(=O)CC1=C(C=CC=C1)NC(=O)C1=CC=C(C=C1)C1=CC=C(C=C1)OCCCCCCCC ({2-[(4′-Octyloxy-biphenyl-4-carbonyl)-amino]-benzyl}-phosphonic acid diethylester). RXN SMILES: [CH2:1]([O:3][P:4]([CH2:9][C:10]1[CH:15]=[CH:14][CH:13]=[CH:12][C:11]=1[NH2:16])(=[O:8])[O:5][CH2:6][CH3:7])[CH3:2].[CH2:17]([O:25][C:26]1[CH:31]=[CH:30][C:29]([C:32]2[CH:37]=[CH:36][C:35]([C:38](O)=[O:39])=[CH:34][CH:33]=2)=[CH:28][CH:27]=1)[CH2:18][CH2:19][CH2:20][CH2:21][CH2:22][CH2:23][CH3:24].CCN(C(C)C)C(C)C.C1C=NC2N(O)N=NC=2C=1>CN(C=O)C.CCOC(C)=O.C(Cl)CCl>[CH2:6]([O:5][P:4]([CH2:9][C:10]1[CH:15]=[CH:14][CH:13]=[CH:12][C:11]=1[NH:16][C:38]([C:35]1[CH:34]=[CH:33][C:32]([C:29]2[CH:30]=[CH:31][C:26]([O:25][CH2:17][CH2:18][CH2:19][CH2:20][CH2:21][CH2:22][CH2:23][CH3:24])=[CH:27][CH:28]=2)=[CH:37][CH:36]=1)=[O:39])(=[O:8])[O:3][CH2:1][CH3:2])[CH3:7]. Procedure details: 1 g of (2-amino-benzyl)-phosphonic acid diethyl ester, 2 g of 4′-octyloxy-biphenyl-4-carboxylic acid, 1.4 ml of EDC, 0.9 ml of DIEA and 100 mg of HOAt are dissolved in 30 ml of DMF and the mixture obtained is stirred at rt for 2 days. The mixture obtained is diluted with EtOAc and the solution obtained is washed with aqueous diluted HCl and aqueous NaHCO3 solution. The organic layer obtained is dried and solvent is evaporated. {2-[(4′-Octyloxy-biphenyl-4-carbonyl)-amino]-benzyl}-phosphonic acid ... Starting materials: CCOP(=O)(OCC)On1nnc2ccccc2c1=O, CC1CN(C(=O)c2ccccc2)CCN1, CCN(C(C)C)C(C)C, [K+], CN(C)C=O, O=C([O-])C(=O)c1c[nH]c2ncccc12. Yields the product CC1CN(C(=O)c2ccccc2)CCN1C(=O)C(=O)c1c[nH]c2ncccc12. As a reaction SMILES: [CH2:31]([O:32][P:33]([O:34][n:35]1[c:36](=[O:37])[c:38]2[cH:39][cH:40][cH:41][cH:42][c:43]2[n:44][n:45]1)([O:46][CH2:47][CH3:48])=[O:49])[CH3:50].[CH3:16][CH:17]1[CH2:18][N:19]([C:23]([c:24]2[cH:25][cH:26][cH:27][cH:28][cH:29]2)=[O:30])[CH2:20][CH2:21][NH:22]1.[CH:51]([N:52]([CH2:53][CH3:54])[CH:55]([CH3:56])[CH3:57])([CH3:58])[CH3:59].[K+:15].[O:60]=[CH:61][N:62]([CH3:63])[CH3:64].[nH:1]1[cH:2][c:3]([C:10]([C:11](=[O:12])[O-:13])=[O:14])[c:4]2[cH:5][cH:6][cH:7][n:8][c:9]12>>[nH:1]1[cH:2][c:3]([C:10]([C:11](=[O:13])[N:22]2[CH:17]([CH3:16])[CH2:18][N:19]([C:23]([c:24]3[cH:25][cH:26][cH:27][cH:28][cH:29]3)=[O:30])[CH2:20][CH2:21]2)=[O:14])[c:4]2[cH:5][cH:6][cH:7][n:8][c:9]12. Starting materials: FC(C(=O)O)(F)F.C1(CCCC1)C(=O)N1CC(CC(C1)C1=CC=C(C=C1)CC)N (1-(Cyclopentylcarbonyl)-5-(4-ethylphenyl)piperidine-3-amine trifluoroacetate), ClC1=CC=C(S1)C(=O)O (5-chlorothiophene-2-carboxylic acid). Product: ClC1=CC=C(S1)C(=O)NC1CN(CC(C1)C1=CC=C(C=C1)CC)C(=O)C1CCCC1 (5-Chloro-N-[1-(cyclopentylcarbonyl)-5-(4-ethylphenyl)piperidin-3-yl]thiophene-2-carboxamide). As a reaction SMILES: FC(F)(F)C(O)=O.[CH:8]1([C:13]([N:15]2[CH2:20][CH:19]([C:21]3[CH:26]=[CH:25][C:24]([CH2:27][CH3:28])=[CH:23][CH:22]=3)[CH2:18][CH:17]([NH2:29])[CH2:16]2)=[O:14])[CH2:12][CH2:11][CH2:10][CH2:9]1.[Cl:30][C:31]1[S:35][C:34]([C:36](O)=[O:37])=[CH:33][CH:32]=1>>[Cl:30][C:31]1[S:35][C:34]([C:36]([NH:29][CH:17]2[CH2:18][CH:19]([C:21]3[CH:22]=[CH:23][C:24]([CH2:27][CH3:28])=[CH:25][CH:26]=3)[CH2:20][N:15]([C:13]([CH:8]3[CH2:9][CH2:10][CH2:11][CH2:12]3)=[O:14])[CH2:16]2)=[O:37])=[CH:33][CH:32]=1 |f:0.1|. Procedure: 65 mg (0.15 mmol) of 1-(cyclopentylcarbonyl)-5-(4-ethylphenyl)piperidine-3-amine trifluoroacetate (Example 8A) and 22 mg (0.13 mmol, 0.9 eq.) of 5-chlorothiophene-2-carboxylic acid were reacted according to General Method 1. Yield: 43 mg (72% of theory) The reactants are BrC=1C=C(C=CC1)S (3-bromothiophenol), BrCC(=O)OC (methyl bromoacetate), C([O-])([O-])=O.[K+].[K+] (potassium carbonate), [NH4+].[Cl-] (NH4Cl). The solvent is C(C)OCC (Diethylether). Yields the product COC(CSC1=CC(=CC=C1)Br)=O ((3-bromo-phenylsulfanyl)-acetic acid methyl ester). Yield: 110.3%. As a reaction SMILES: [Br:1][C:2]1[CH:3]=[C:4]([SH:8])[CH:5]=[CH:6][CH:7]=1.Br[CH2:10][C:11]([O:13][CH3:14])=[O:12].C(=O)([O-])[O-].[K+].[K+].[NH4+].[Cl-]>C(OCC)C>[CH3:14][O:13][C:11](=[O:12])[CH2:10][S:8][C:4]1[CH:5]=[CH:6][CH:7]=[C:2]([Br:1])[CH:3]=1 |f:2.3.4,5.6|. Procedure: A solution of 8.0 g (42 mmol) of 3-bromothiophenol was treated with 7.1 g (47 mmol) of methyl bromoacetate and potassium carbonate. The resulting suspension was stirred at reflux for 24 hrs, cooled to RT and neutralized with a saturated aqueous solution of NH4Cl. Diethylether was added, the phases were separated and the aqueous one was extracted twice with diethylether. The combined organic phases were dried over Na2SO4, filtered and evaporated to give 12.1 g (99%) of (3-bromo-phenylsulfanyl)-ac... The product is CCNC(=O)Nc1cc(C)cc2cc(-c3ccccn3)[nH]c12. RXN SMILES: [CH2:18]([CH3:19])[N:20]=[C:21]=[O:22].[NH2:1][c:2]1[cH:3][c:4]([CH3:17])[cH:5][c:6]2[cH:7][c:8](-[c:11]3[n:12][cH:13][cH:14][cH:15][cH:16]3)[nH:9][c:10]12>>[NH:1]([c:2]1[cH:3][c:4]([CH3:17])[cH:5][c:6]2[cH:7][c:8](-[c:11]3[n:12][cH:13][cH:14][cH:15][cH:16]3)[nH:9][c:10]12)[C:21]([NH:20][CH2:18][CH3:19])=[O:22]. Reactants: CCN=C=O, Cc1cc(N)c2[nH]c(-c3ccccn3)cc2c1. The reactants are C1(CCCC1)OC=1C=C(C=CC1OC)C1(CCC2(CC1)OCCO2)C#CC2=CC(=CC=C2)C(=O)OC (4-(3-cyclopentyloxy-4-methoxyphenyl)-1,1-(ethylenedioxy)-4-(3-carbomethoxyphenylethynyl)cyclohexane), Cl (hydrochloric acid), O (H2O). Solvent: O1CCCC1 (tetrahydrofuran). The product is C1(CCCC1)OC=1C=C(C=CC1OC)C1(CCC(CC1)=O)C#CC1=CC(=CC=C1)C(=O)OC (4-(3-cyclopentyloxy-4-methoxyphenyl)-4-(3-carbomethoxyphenylethynyl)cyclohexan-1-one). RXN SMILES: [CH:1]1([O:6][C:7]2[CH:8]=[C:9]([C:15]3([C:25]#[C:26][C:27]4[CH:32]=[CH:31][CH:30]=[C:29]([C:33]([O:35][CH3:36])=[O:34])[CH:28]=4)[CH2:20][CH2:19][C:18]4(OCC[O:21]4)[CH2:17][CH2:16]3)[CH:10]=[CH:11][C:12]=2[O:13][CH3:14])[CH2:5][CH2:4][CH2:3][CH2:2]1.Cl.O>O1CCCC1>[CH:1]1([O:6][C:7]2[CH:8]=[C:9]([C:15]3([C:25]#[C:26][C:27]4[CH:32]=[CH:31][CH:30]=[C:29]([C:33]([O:35][CH3:36])=[O:34])[CH:28]=4)[CH2:20][CH2:19][C:18](=[O:21])[CH2:17][CH2:16]3)[CH:10]=[CH:11][C:12]=2[O:13][CH3:14])[CH2:2][CH2:3][CH2:4][CH2:5]1. Procedure details: A solution of 4-(3-cyclopentyloxy-4-methoxyphenyl)-1,1-(ethylenedioxy)-4-(3-carbomethoxyphenylethynyl)cyclohexane (0.060 g, 0.12 mmol) in tetrahydrofuran (5 mL) containing 3N hydrochloric acid (0.60 mL) under an argon atmosphere was heated at 55°-60° C. for 2 h. The cooled reaction mixture was partitioned between ice cold dilute aqueous sodium carbonate solution and ethyl acetate. The organic phase was washed with water, saturated brine, was dried over sodium sulfate, and was concentrated in vac...